Dataset: the Open Reaction Database (ORD), a public repository of structured organic reaction records. Task: describe an organic reaction: reactants, conditions, products, and yield Reactants: N([C@@H](CCC(OC(C)(C)C)=O)C(=O)N[C@@H](C(C)C)C(=O)N[C@@H](C(C)C)C(=O)N1[C@H](C(=O)OCC2=CC=CC=C2)CCC1)C(=O)OCC1=CC=CC=C1 (Z-Glu(OtBu)-Val-Val-Pro-OBzl). Reagents/catalysts: [OH-].[OH-].[Pd+2] (Pearlman's catalyst), [OH-].[OH-].[Pd+2] (Pd(OH)2). Run in CO (methanol). Reaction conditions: time 3 hour. The product is N[C@@H](CCC(OC(C)(C)C)=O)C(=O)N[C@@H](C(C)C)C(=O)N[C@@H](C(C)C)C(=O)N1[C@H](C(=O)O)CCC1 (H-Glu(OtBu)-Val-Val-Pro-OH), oil. Yield: 67.1%. Reaction SMILES: [NH:1](C(OCC1C=CC=CC=1)=O)[C@H:2]([C:12]([NH:14][C@H:15]([C:19]([NH:21][C@H:22]([C:26]([N:28]1[CH2:42][CH2:41][CH2:40][C@H:29]1[C:30]([O:32]CC1C=CC=CC=1)=[O:31])=[O:27])[CH:23]([CH3:25])[CH3:24])=[O:20])[CH:16]([CH3:18])[CH3:17])=[O:13])[CH2:3][CH2:4][C:5](=[O:11])[O:6][C:7]([CH3:10])([CH3:9])[CH3:8]>CO.[OH-].[OH-].[Pd+2]>[NH2:1][C@H:2]([C:12]([NH:14][C@H:15]([C:19]([NH:21][C@H:22]([C:26]([N:28]1[CH2:42][CH2:41][CH2:40][C@H:29]1[C:30]([OH:32])=[O:31])=[O:27])[CH:23]([CH3:25])[CH3:24])=[O:20])[CH:16]([CH3:18])[CH3:17])=[O:13])[CH2:3][CH2:4][C:5](=[O:11])[O:6][C:7]([CH3:8])([CH3:9])[CH3:10] |f:2.3.4|. Reported procedure: H-Glu(OtBu)-Val-Val-Pro-OH was prepared by dissolving Z-Glu(OtBu)-Val-Val-Pro-OBzl (2.90 g, 3.89 mmol) in 100 mL methanol containing 1% acetic acid. Pearlman's catalyst, Pd(OH)2, (lOOmg) was added and the flask was placed on the Parr hydrogenation apparatus with an initial H2 pressure of 34 psi. After three hours, the catalyst was removed by filtration through a celite pad and the filtrate was evaporated in vacuo to yield a yellow oil (1.30 g, 2.61 mmol, 67%). ESI/MS calculated for C24H42N4O7 +H... The reactants are CC(C)(C)OC(=O)NCCCCC(=O)N1CCOCC1, CI, CCOC(C)=O, CN(C)C=O, [H-], [Na+], O. Product: CN(CCCCC(=O)N1CCOCC1)C(=O)OC(C)(C)C. As a reaction SMILES: [C:1]([CH3:2])([CH3:3])([CH3:4])[O:5][C:6](=[O:7])[NH:8][CH2:9][CH2:10][CH2:11][CH2:12][C:13](=[O:14])[N:15]1[CH2:16][CH2:17][O:18][CH2:19][CH2:20]1.[CH3:23][I:24].[CH3:25][CH2:26][O:27][C:28](=[O:29])[CH3:30].[CH3:31][N:32]([CH3:33])[CH:34]=[O:35].[H-:21].[Na+:22].[OH2:36]>>[C:1]([CH3:2])([CH3:3])([CH3:4])[O:5][C:6](=[O:7])[N:8]([CH2:9][CH2:10][CH2:11][CH2:12][C:13](=[O:14])[N:15]1[CH2:16][CH2:17][O:18][CH2:19][CH2:20]1)[CH3:25].